From a dataset of the Open Reaction Database (ORD), a public repository of structured organic reaction records. describe an organic reaction: reactants, conditions, products, and yield Reactants: N1=C(C=CC=C1)NC(=O)C1=CNC=2CCC3C(C(C12)=O)CN(C3)CC3=CC=CC=C3 (6-benzyl-4-oxo-4,4a,5,6,7,7a,8,9-octahydro-1H-1,6-diaza-cyclopenta[f]azulene-3-carboxylic acid pyridin-2-ylamide), C(=O)[O-].[NH4+] (HCOONH4). Reagents/catalysts: [OH-].[OH-].[Pd+2] (Pd(OH)2). Solvent: CCO (EtOH). Reaction conditions: temperature 78 celsius. The product is N1=C(C=CC=C1)NC(=O)C1=CNC=2CCC3C(C(C12)=O)CNC3 (4-Oxo-4,4a,5,6,7,7a,8,9-octahydro-1H-1,6-diaza-cyclopenta[f]azulene-3-carboxylic acid pyridin-2-ylamide). The yield is 40.3%. As a reaction SMILES: [N:1]1[CH:6]=[CH:5][CH:4]=[CH:3][C:2]=1[NH:7][C:8]([C:10]1[C:19]2[C:18](=[O:20])[CH:17]3[CH2:21][N:22](CC4C=CC=CC=4)[CH2:23][CH:16]3[CH2:15][CH2:14][C:13]=2[NH:12][CH:11]=1)=[O:9].C([O-])=O.[NH4+]>CCO.[OH-].[OH-].[Pd+2]>[N:1]1[CH:6]=[CH:5][CH:4]=[CH:3][C:2]=1[NH:7][C:8]([C:10]1[C:19]2[C:18](=[O:20])[CH:17]3[CH2:21][NH:22][CH2:23][CH:16]3[CH2:15][CH2:14][C:13]=2[NH:12][CH:11]=1)=[O:9] |f:1.2,4.5.6|. Reported procedure: Pd(OH)2 (Pearlman's catalyst, 30 mg) is added to a solution of 6-benzyl-4-oxo-4,4a,5,6,7,7a,8,9-octahydro-1H-1,6-diaza-cyclopenta[f]azulene-3-carboxylic acid pyridin-2-ylamide (65 mg, 0.16 mmol) and HCOONH4 (204 mg, 3.24 mmol) in EtOH (10 ml). The reaction mixture is heated at 78° C. for 20 min. Pd catalyst is filtered off with celite. The solvent is removed by rotavapor. The residue is loaded on a column (0.5% TEA+19.5% MeOH+80% CH3CN) to provide the title compound (20 mg, 40%) as white solid. ... RXN SMILES: [CH2:1]([C:9]1[CH:10]=[C:11]([CH:17]=[CH:18][CH:19]=1)[C:12](OCC)=[O:13])[CH2:2][C:3]1[CH:8]=[CH:7][CH:6]=[CH:5][CH:4]=1.[H-].[Al+3].[Li+].[H-].[H-].[H-].O>O1CCCC1>[CH2:1]([C:9]1[CH:10]=[C:11]([CH:17]=[CH:18][CH:19]=1)[CH2:12][OH:13])[CH2:2][C:3]1[CH:4]=[CH:5][CH:6]=[CH:7][CH:8]=1 |f:1.2.3.4.5.6|. Reactants: [H-].[Al+3].[Li+].[H-].[H-].[H-] (lithium aluminum hydride), C(CC1=CC=CC=C1)C=1C=C(C(=O)OCC)C=CC1 (Ethyl 3-phenethylbenzoate), O (Water). Run at time 1 hour. Reported procedure: Ethyl 3-phenethylbenzoate (180 mg) was dissolved in 2 ml of anhydrous tetrahydrofuran, and under ice cooling, 42 mg of lithium aluminum hydride was added by portions over 5 minutes. The mixture was stirred for one hour under ice cooling. Water (10 ml) was added to the reaction mixture to decompose the excess of the reducing agent. The mixture was then extracted with 20 ml of ethyl ether. The extract was separated, washed with a saturated aqueous sodium chloride solution, and dried over anhydrous... Product: C(CC1=CC=CC=C1)C=1C=C(CO)C=CC1 (3-phenethylbenzyl alcohol). Solvent: O1CCCC1 (tetrahydrofuran). The yield is 93.2%. Starting materials: O=C(CBr)Nc1cccc(-c2cnc3ccccc3n2)c1, CC(C)O, OC1CCNCC1. The product is O=C(CN1CCC(O)CC1)Nc1cccc(-c2cnc3ccccc3n2)c1. RXN SMILES: [Br:1][CH2:2][C:3](=[O:4])[NH:5][c:6]1[cH:7][c:8](-[c:12]2[n:13][c:14]3[cH:15][cH:16][cH:17][cH:18][c:19]3[n:20][cH:21]2)[cH:9][cH:10][cH:11]1.[CH:29]([OH:30])([CH3:31])[CH3:32].[OH:22][CH:23]1[CH2:24][CH2:25][NH:26][CH2:27][CH2:28]1>>[CH2:2]([C:3](=[O:4])[NH:5][c:6]1[cH:7][c:8](-[c:12]2[n:13][c:14]3[cH:15][cH:16][cH:17][cH:18][c:19]3[n:20][cH:21]2)[cH:9][cH:10][cH:11]1)[N:26]1[CH2:25][CH2:24][CH:23]([OH:22])[CH2:28][CH2:27]1. The reactants are CON=C(C)C1=C(C=CC=C1)C(F)(F)F (1-(2-trifluoromethyl-phenyl)-ethanone O-methyl-oxime), [BH4-].[Na+] (Sodium borohydride), [OH-].[NH4+] (ammonium hydroxide), O (water). Reagents/catalysts: [Cl-].[Cl-].[Cl-].[Cl-].[Zr+4] (zirconium tetrachloride). The solvent is O1CCCC1 (tetrahydrofuran), O1CCCC1 (tetrahydrofuran). Conditions: temperature 25 celsius, time 12 hour. The product is FC(C1=C(C=CC=C1)C(C)N)(F)F (1-(2-Trifluoromethyl-phenyl)-ethylamine). The yield is 17.1%. RXN SMILES: [BH4-].[Na+].CO[N:5]=[C:6]([C:8]1[CH:13]=[CH:12][CH:11]=[CH:10][C:9]=1[C:14]([F:17])([F:16])[F:15])[CH3:7].O.[OH-].[NH4+]>O1CCCC1.[Cl-].[Cl-].[Cl-].[Cl-].[Zr+4]>[F:15][C:14]([F:16])([F:17])[C:9]1[CH:10]=[CH:11][CH:12]=[CH:13][C:8]=1[CH:6]([NH2:5])[CH3:7] |f:0.1,4.5,7.8.9.10.11|. Procedure details: Sodium borohydride (1.17 g) is added slowly to a flask containing zirconium tetrachloride (1.8 g) in tetrahydrofuran (27 mL). A solution of 1-(2-trifluoromethyl-phenyl)-ethanone O-methyl-oxime (1.34 g) in tetrahydrofuran (7.7 mL) is added and the resulting solution is stirred at 25° C. for 12 hours. The reaction mixture is then cooled to 0° C. and water (16 mL) is slowly added. Excess ammonium hydroxide is added and the solution is extracted twice with ethyl acetate. The organic portion is washe... Starting materials: C(C=C)C1CC(N1C(=P(C1=CC=CC=C1)(C1=CC=CC=C1)C1=CC=CC=C1)C(=O)OCC1=CC=CC=C1)=O (4-allyl-1-(1-benzyloxycarbonyl-1-triphenylphosphoranylidenemethyl) azetidin-2-one), O1CCCC1 (tetrahydrofuran), C(C)(C)NC1CCCCC1 (N-isopropylcyclohexylamine), O1CCCC1 (tetrahydrofuran), solution, C(CCC)[Li] (n-butyl lithium), carbanion. Solvent: CCCCCC (n-hexane). Product: C(C=C)C1C(C(N1C(=P(C1=CC=CC=C1)(C1=CC=CC=C1)C1=CC=CC=C1)C(=O)OCC1=CC=CC=C1)=O)C(C)(C)O (4-Allyl-3-(2-hydroxyprop-2-yl)-1-(1-benzyloxycarbonyl-1-triphenylphosphoranylidenemethyl)azetidin-2-one). As a reaction SMILES: [CH:1](NC1CCCCC1)([CH3:3])[CH3:2].C([Li])CCC.[CH2:16]([CH:19]1[N:22]([C:23]([C:43]([O:45][CH2:46][C:47]2[CH:52]=[CH:51][CH:50]=[CH:49][CH:48]=2)=[O:44])=[P:24]([C:37]2[CH:42]=[CH:41][CH:40]=[CH:39][CH:38]=2)([C:31]2[CH:36]=[CH:35][CH:34]=[CH:33][CH:32]=2)[C:25]2[CH:30]=[CH:29][CH:28]=[CH:27][CH:26]=2)[C:21](=[O:53])[CH2:20]1)[CH:17]=[CH2:18].[O:54]1CCCC1>CCCCCC>[CH2:16]([CH:19]1[N:22]([C:23]([C:43]([O:45][CH2:46][C:47]2[CH:52]=[CH:51][CH:50]=[CH:49][CH:48]=2)=[O:44])=[P:24]([C:25]2[CH:30]=[CH:29][CH:28]=[CH:27][CH:26]=2)([C:31]2[CH:36]=[CH:35][CH:34]=[CH:33][CH:32]=2)[C:37]2[CH:38]=[CH:39][CH:40]=[CH:41][CH:42]=2)[C:21](=[O:53])[CH:20]1[C:1]([OH:54])([CH3:3])[CH3:2])[CH:17]=[CH2:18]. Procedure: A solution of N-isopropylcyclohexylamine (0.60 g) in dry tetrahydrofuran (10 cm3) was stirred under argon and cooled to -78°. This was treated with a 2.5 M solution of n-butyl lithium in n-hexane (1.70 cm3). After ten minutes, a solution of 4-allyl-1-(1-benzyloxycarbonyl-1-triphenylphosphoranylidenemethyl) azetidin-2-one (1.00 g) in dry tetrahydrofuran (15 cm3) was added. Five minutes were allowed for the formation of the C(3) carbanion which was then quenched by the addition of dry acetone (0.7... Starting materials: Cl.CNC (Dimethylamine hydrochloride), C=O (formaldehyde), aqueous solution, solution, C(C)(=O)C=1C=C(C(=NC1)OCCCC)C=1NC(C=2C(N1)=C(N(N2)CCOC)CC)=O (5-(5-Acetyl-2-butoxy-3-pyridinyl)-3-ethyl-2-(2-methoxyethyl)-2,6-dihydro-7H-pyrazolo[4,3-d]pyrimidin-7-one), C(C)(=O)OC(C)=O (acetic anhydride). Product: C(CCC)OC1=NC=C(C=C1C=1NC(C=2C(N1)=C(N(N2)CCOC)CC)=O)C(CCN(C)C)=O (5-{2-Butoxy-5-[3-(dimethylamino)propanoyl]-3-pyridinyl}-3-ethyl-2-(2-methoxyethyl)-2,6-dihydro-7H-pyrazolo[4,3-d]pyrimidin-7-one). RXN SMILES: Cl.[CH3:2][NH:3][CH3:4].C=O.[C:7](OC(=O)C)(=O)C.[C:14]([C:17]1[CH:18]=[C:19]([C:28]2[NH:29][C:30](=[O:43])[C:31]3[C:32](=[C:34]([CH2:41][CH3:42])[N:35]([CH2:37][CH2:38][O:39][CH3:40])[N:36]=3)[N:33]=2)[C:20]([O:23][CH2:24][CH2:25][CH2:26][CH3:27])=[N:21][CH:22]=1)(=[O:16])[CH3:15]>>[CH2:24]([O:23][C:20]1[C:19]([C:28]2[NH:29][C:30](=[O:43])[C:31]3[C:32](=[C:34]([CH2:41][CH3:42])[N:35]([CH2:37][CH2:38][O:39][CH3:40])[N:36]=3)[N:33]=2)=[CH:18][C:17]([C:14](=[O:16])[CH2:15][CH2:2][N:3]([CH3:7])[CH3:4])=[CH:22][N:21]=1)[CH2:25][CH2:26][CH3:27] |f:0.1|. Reported procedure: Dimethylamine hydrochloride (280 mg, 31 mmol) was added to formaldehyde (72 mg, 2 mL of a 37-41% aqueous solution) and the mixture sonicated until the white solid dissolved. After 30 min acetic anhydride (1.2 mL) was added and the mixture warmed in a water bath until a clear solution was obtained. A portion of this solution (0.16 mL) was added to 5-(5-acetyl-2-butoxy-3-pyridinyl)-3-ethyl-2-(2-methoxyethyl)-2,6-dihydro-7H-pyrazolo[4,3-d]pyrimidin-7-one (Example 16) (100 mg, 0.24 mmol) and the res... Starting materials: CC(Oc1cc(-n2cnc3cnc(COS(C)(=O)=O)cc32)sc1C(N)=O)c1ccccc1C(F)(F)F, CC(C)(C)OC(=O)N1CC2CC1CN2, ClCCl. Product: CC(Oc1cc(-n2cnc3cnc(CN4CC5CC4CN5C(=O)OC(C)(C)C)cc32)sc1C(N)=O)c1ccccc1C(F)(F)F. RXN SMILES: [CH3:1][S:2]([O:3][CH2:6][c:7]1[cH:8][c:9]2[c:10]([cH:11][n:12]1)[n:13][cH:14][n:15]2-[c:16]1[s:17][c:18]([C:34]([NH2:35])=[O:36])[c:19]([O:21][CH:22]([CH3:23])[c:24]2[c:25]([C:30]([F:31])([F:32])[F:33])[cH:26][cH:27][cH:28][cH:29]2)[cH:20]1)(=[O:4])=[O:5].[CH:37]12[N:38]([C:44](=[O:45])[O:46][C:47]([CH3:48])([CH3:49])[CH3:50])[CH2:39][CH:40]([NH:41][CH2:42]1)[CH2:43]2.[Cl:51][CH2:52][Cl:53]>>[CH2:6]([c:7]1[cH:8][c:9]2[c:10]([cH:11][n:12]1)[n:13][cH:14][n:15]2-[c:16]1[s:17][c:18]([C:34]([NH2:35])=[O:36])[c:19]([O:21][CH:22]([CH3:23])[c:24]2[c:25]([C:30]([F:31])([F:32])[F:33])[cH:26][cH:27][cH:28][cH:29]2)[cH:20]1)[N:41]1[CH:40]2[CH2:39][N:38]([C:44](=[O:45])[O:46][C:47]([CH3:48])([CH3:49])[CH3:50])[CH:37]([CH2:42]1)[CH2:43]2.